This data is from the Open Reaction Database (ORD), a public repository of structured organic reaction records. The task is: describe an organic reaction: reactants, conditions, products, and yield Reactants: O=C([O-])[O-], COc1cc(C)c(S(N)(=O)=O)c(C)c1, CCOC(C)=O, Cc1sc(NC(N)=S)nc1-c1ccc(C2CCCCC2)cc1, [K+], [K+], Cc1ccccc1C. Yields the product COc1cc(C)c(S(=O)(=O)NC(=S)Nc2nc(-c3ccc(C4CCCCC4)cc3)c(C)s2)c(C)c1. Reaction SMILES: [C:37](=[O:38])([O-:39])[O-:40].[CH3:23][O:24][c:25]1[cH:26][c:27]([CH3:36])[c:28]([S:32](=[O:33])(=[O:34])[NH2:35])[c:29]([CH3:31])[cH:30]1.[CH3:51][CH2:52][O:53][C:54](=[O:55])[CH3:56].[CH:1]1([c:7]2[cH:8][cH:9][c:10](-[c:13]3[n:14][c:15]([NH:19][C:20](=[S:21])[NH2:22])[s:16][c:17]3[CH3:18])[cH:11][cH:12]2)[CH2:2][CH2:3][CH2:4][CH2:5][CH2:6]1.[K+:41].[K+:42].[c:43]1([CH3:44])[c:45]([CH3:46])[cH:47][cH:48][cH:49][cH:50]1>>[CH:1]1([c:7]2[cH:8][cH:9][c:10](-[c:13]3[n:14][c:15]([NH:19][C:20](=[S:21])[NH:22][S:32]([c:28]4[c:27]([CH3:36])[cH:26][c:25]([O:24][CH3:23])[cH:30][c:29]4[CH3:31])(=[O:33])=[O:34])[s:16][c:17]3[CH3:18])[cH:11][cH:12]2)[CH2:2][CH2:3][CH2:4][CH2:5][CH2:6]1. The reactants are CC(=O)O, ClCCSc1ccc(Cl)cc1, O, OO. Yields the product O=S(=O)(CCCl)c1ccc(Cl)cc1. As a reaction SMILES: [CH3:15][C:16]([OH:17])=[O:18].[Cl:1][c:2]1[cH:3][cH:4][c:5]([S:8][CH2:9][CH2:10][Cl:11])[cH:6][cH:7]1.[OH2:14].[OH:12][OH:13]>>[Cl:1][c:2]1[cH:3][cH:4][c:5]([S:8]([CH2:9][CH2:10][Cl:11])(=[O:14])=[O:17])[cH:6][cH:7]1. Starting materials: COC(=O)C=CC(C)OCc1ccccc1, CCO, [K+], [OH-]. Yields the product CCOC(=O)C=CC(C)OCc1ccccc1. As a reaction SMILES: [CH2:3]([c:4]1[cH:5][cH:6][cH:7][cH:8][cH:9]1)[O:10][CH:11]([CH:12]=[CH:13][C:14](=[O:15])[O:16][CH3:17])[CH3:18].[CH3:19][CH2:20][OH:21].[K+:2].[OH-:1]>>[CH2:3]([c:4]1[cH:5][cH:6][cH:7][cH:8][cH:9]1)[O:10][CH:11]([CH:12]=[CH:13][C:14](=[O:15])[O:16][CH2:17][CH3:19])[CH3:18]. The reactants are Cl.CN (Methylamine hydrochloride), C[Al](C)C (trimethylaluminum), COC1=CC=C(C#N)C=C1 (4-methoxybenzonitrile). The solvent is C1(=CC=CC=C1)C (toluene), C1(=CC=CC=C1)C (toluene), C(Cl)(Cl)Cl (CHCl3). Conditions: temperature 0 celsius, time 2 hour. Yields the product COC1=CC=C(C(=N)NC)C=C1 (4-Methoxy-N-methyl-benzamidine). RXN SMILES: Cl.[CH3:2][NH2:3].C[Al](C)C.[CH3:8][O:9][C:10]1[CH:17]=[CH:16][C:13]([C:14]#[N:15])=[CH:12][CH:11]=1>C1(C)C=CC=CC=1.C(Cl)(Cl)Cl>[CH3:8][O:9][C:10]1[CH:17]=[CH:16][C:13]([C:14]([NH:3][CH3:2])=[NH:15])=[CH:12][CH:11]=1 |f:0.1|. Procedure: Methylamine hydrochloride (2.28 g, 33.8 mmol) was suspended in toluene (16 ml). After cooling the resulting mixture to 0° C., trimethylaluminum (2M in toluene) was added drop-wise under Ar, followed by warming the mixture to r.t and stirring for 2 h. To this mixture was then added a solution of 4-methoxybenzonitrile in toluene (16 ml), followed by stirring at 80° C. for 24 h. The reaction mixture was cooled to r.t. and slowly poured in to a slurry of silica gel (10 g) in CHCl3 (75 ml). The slurr...